From a dataset of the Open Reaction Database (ORD), a public repository of structured organic reaction records. describe an organic reaction: reactants, conditions, products, and yield Starting materials: FC1=C(C=CC=C1F)C([C@H]1CN(CCC1)C(=O)OC(C)(C)C)OCC(=O)OCC ((3R)-tert-butyl 3-((2,3-difluorophenyl)(2-ethoxy-2-oxoethoxy)methyl)piperidine-1-carboxylate), [BH4-].[Na+] (NaBH4). Solvent: CO (MeOH). Reaction conditions: time 2.5 hour. Product: FC1=C(C=CC=C1F)C([C@H]1CN(CCC1)C(=O)OC(C)(C)C)OCCO ((3R)-tert-butyl 3-((2,3-difluorophenyl)(2-hydroxyethoxy)methyl)piperidine-1-carboxylate). Isolated yield 97.1%. RXN SMILES: [F:1][C:2]1[C:7]([F:8])=[CH:6][CH:5]=[CH:4][C:3]=1[CH:9]([O:23][CH2:24][C:25](OCC)=[O:26])[C@@H:10]1[CH2:15][CH2:14][CH2:13][N:12]([C:16]([O:18][C:19]([CH3:22])([CH3:21])[CH3:20])=[O:17])[CH2:11]1.[BH4-].[Na+]>CO>[F:1][C:2]1[C:7]([F:8])=[CH:6][CH:5]=[CH:4][C:3]=1[CH:9]([O:23][CH2:24][CH2:25][OH:26])[C@@H:10]1[CH2:15][CH2:14][CH2:13][N:12]([C:16]([O:18][C:19]([CH3:20])([CH3:21])[CH3:22])=[O:17])[CH2:11]1 |f:1.2|. Reported procedure: To a solution of (3R)-tert-butyl 3-((2,3-difluorophenyl)(2-ethoxy-2-oxoethoxy)methyl)piperidine-1-carboxylate (4 g, 9.7 mmol) in MeOH (80 mL) was added NaBH4 (2.9 g, 77.4 mmol) in portions while the temperature was lower than 40° C. After addition, the mixture was stirred at rt for 2-3 hrs. The solvent was removed in vacuo to give a residue, which was partitioned between water and ethyl acetate. The organic layer was washed with water and brine, dried over Na2SO4 and evaporated to give (3R)-tert... Reactants: COc1ccc(O)cc1, COc1ccc(C(O)CCN2CCC(c3cccc(NC(=O)C(C)C)c3)CC2)cc1. Yields the product COc1ccc(OC(CCN2CCC(c3cccc(NC(=O)C(C)C)c3)CC2)c2ccc(OC)cc2)cc1. As a reaction SMILES: [CH3:31][O:32][c:33]1[cH:34][cH:35][c:36]([OH:39])[cH:37][cH:38]1.[OH:1][CH:2]([CH2:3][CH2:4][N:5]1[CH2:6][CH2:7][CH:8]([c:11]2[cH:12][c:13]([NH:17][C:18]([CH:19]([CH3:20])[CH3:21])=[O:22])[cH:14][cH:15][cH:16]2)[CH2:9][CH2:10]1)[c:23]1[cH:24][cH:25][c:26]([O:29][CH3:30])[cH:27][cH:28]1>>[O:1]([CH:2]([CH2:3][CH2:4][N:5]1[CH2:6][CH2:7][CH:8]([c:11]2[cH:12][c:13]([NH:17][C:18]([CH:19]([CH3:20])[CH3:21])=[O:22])[cH:14][cH:15][cH:16]2)[CH2:9][CH2:10]1)[c:23]1[cH:24][cH:25][c:26]([O:29][CH3:30])[cH:27][cH:28]1)[c:36]1[cH:35][cH:34][c:33]([O:32][CH3:31])[cH:38][cH:37]1.